Dataset: the Open Reaction Database (ORD), a public repository of structured organic reaction records. Task: describe an organic reaction: reactants, conditions, products, and yield The reactants are C(C)(C)N1CCN(CC1)C(=O)C=1C=C2C=C(NC2=CC1)C(=O)O (5-(4-isopropyl-piperazine-1-carbonyl)-1H-indole-2-carboxylic acid), Cl (hydrochloride), F[B-](F)(F)F.N1(N=NC2=C1C=CC=C2)OC(=[N+](C)C)N(C)C (O-(benzotriazol-1-yl)-N,N,N′,N′-tetramethyluronium tetrafluoroborate), COC1CCNCC1 (4-methoxy piperidine), C(C)(C)N(C(C)C)CC (N,N-diisopropylethylamine). The solvent is CN(C=O)C (N,N-dimethylformamide). Product: C(C)(C)N1CCN(CC1)C(=O)C=1C=C2C=C(NC2=CC1)C(=O)N1CCC(CC1)OC ([5-(4-Isopropyl-piperazine-1-carbonyl)-1H-indol-2-yl]-(4-methoxy-piperidin-1-yl)-methanone). Reaction SMILES: [CH:1]([N:4]1[CH2:9][CH2:8][N:7]([C:10]([C:12]2[CH:13]=[C:14]3[C:18](=[CH:19][CH:20]=2)[NH:17][C:16]([C:21]([OH:23])=O)=[CH:15]3)=[O:11])[CH2:6][CH2:5]1)([CH3:3])[CH3:2].Cl.F[B-](F)(F)F.N1(OC(N(C)C)=[N+](C)C)C2C=CC=CC=2N=N1.[CH3:47][O:48][CH:49]1[CH2:54][CH2:53][NH:52][CH2:51][CH2:50]1.C(N(CC)C(C)C)(C)C>CN(C)C=O>[CH:1]([N:4]1[CH2:5][CH2:6][N:7]([C:10]([C:12]2[CH:13]=[C:14]3[C:18](=[CH:19][CH:20]=2)[NH:17][C:16]([C:21]([N:52]2[CH2:53][CH2:54][CH:49]([O:48][CH3:47])[CH2:50][CH2:51]2)=[O:23])=[CH:15]3)=[O:11])[CH2:8][CH2:9]1)([CH3:3])[CH3:2] |f:2.3|. Procedure: The title compound was synthesized in analogy to example 1, from 5-(4-isopropyl-piperazine-1-carbonyl)-1H-indole-2-carboxylic acid 1:1 hydrochloride, O-(benzotriazol-1-yl)-N,N,N′,N′-tetramethyluronium tetrafluoroborate (commercially available), 4-methoxy piperidine (commercially available) and N,N-diisopropylethylamine in N,N-dimethylformamide to give the desired product after purification by preparative HPLC on reversed phase eluting with a gradient formed from acetonitrile/water/formic acid.